Task: describe an organic reaction: reactants, conditions, products, and yield. Dataset: the Open Reaction Database (ORD), a public repository of structured organic reaction records Starting materials: O=C1C(O)=C(O)[C@H](O1)[C@@H](O)CO (L-ascorbic acid), COC(C)(C)OC (2,2-dimethoxypropane), Cl (hydrogen chloride). The solvent is CC(=O)C (acetone). Run at time 1 hour. Yields the product CC1(OCC(O1)C2C(=C(C(=O)O2)O)O)C (5,6-O-isopropylidene-L-ascorbic acid). RXN SMILES: [O:1]=[C:2]1[O:8][C@H:7]([C@H:9]([CH2:11][OH:12])[OH:10])[C:5]([OH:6])=[C:3]1[OH:4].CO[C:15](OC)([CH3:17])[CH3:16].Cl>CC(C)=O>[CH3:16][C:15]1([CH3:17])[O:10][CH:9]([CH:7]2[O:8][C:2](=[O:1])[C:3]([OH:4])=[C:5]2[OH:6])[CH2:11][O:12]1. Procedure details: In a 12-L round bottom flask was placed 8,000 mL acetone, 1,600 g L-ascorbic acid, 1,880 mL 2,2-dimethoxypropane and the mixture was stirred for 1/4 hr; hydrogen chloride was added slowly through bubbler over 2-4 min (color of solution changed from colorless to dark yellow). The mixture was stirred for 1 hr and became very viscous. The product was filtered, washed with cold acetone and the solid was then air dried in hood to give 1,521 g of 1st crop of 5,6-O-isopropylidene-L-ascorbic acid. The m...